This data is from the Open Reaction Database (ORD), a public repository of structured organic reaction records. The task is: describe an organic reaction: reactants, conditions, products, and yield Starting materials: BrC1=C(C=CC=C1)N1C2=C(C=3C=C(C=CC13)C)CN(CC2)C (5-(2-bromophenyl)-2,8-dimethyl-2,3,4,5-tetrahydro-1H-pyrido[4,3-b]indole), CNC(C1=NC=C(C=C1)B1OC(C(O1)(C)C)(C)C)=O (N-methyl-5-(4,4,5,5-tetramethyl-1,3,2-dioxaborolan-2-yl)picolinamide), C(=O)([O-])[O-].[K+].[K+] (K2CO3). The reagents and catalysts are C=1C=CC(=CC1)[P](C=2C=CC=CC2)(C=3C=CC=CC3)[Pd]([P](C=4C=CC=CC4)(C=5C=CC=CC5)C=6C=CC=CC6)([P](C=7C=CC=CC7)(C=8C=CC=CC8)C=9C=CC=CC9)[P](C=1C=CC=CC1)(C=1C=CC=CC1)C=1C=CC=CC1 (Pd(PPh3)4), C=1C=CC(=CC1)[P](C=2C=CC=CC2)(C=3C=CC=CC3)[Pd]([P](C=4C=CC=CC4)(C=5C=CC=CC5)C=6C=CC=CC6)([P](C=7C=CC=CC7)(C=8C=CC=CC8)C=9C=CC=CC9)[P](C=1C=CC=CC1)(C=1C=CC=CC1)C=1C=CC=CC1 (Pd (PPh3)4). Run in COCCOC.O (DME water). Conditions: temperature 90 celsius, time 2 hour. The product is CN1CC2=C(N(C=3C=CC(=CC23)C)C2=C(C=CC=C2)C=2C=CC(=NC2)C(=O)NC)CC1 (5-(2-(2,8-dimethyl-3,4-dihydro-1H-pyrido[4,3-b]indol-5(2H)-yl)phenyl)-N-methylpicolinamide). Reaction SMILES: Br[C:2]1[CH:7]=[CH:6][CH:5]=[CH:4][C:3]=1[N:8]1[C:16]2[CH:15]=[CH:14][C:13]([CH3:17])=[CH:12][C:11]=2[C:10]2[CH2:18][N:19]([CH3:22])[CH2:20][CH2:21][C:9]1=2.[CH3:23][NH:24][C:25](=[O:41])[C:26]1[CH:31]=[CH:30][C:29](B2OC(C)(C)C(C)(C)O2)=[CH:28][N:27]=1.C([O-])([O-])=O.[K+].[K+]>COCCOC.O.C1C=CC([P]([Pd]([P](C2C=CC=CC=2)(C2C=CC=CC=2)C2C=CC=CC=2)([P](C2C=CC=CC=2)(C2C=CC=CC=2)C2C=CC=CC=2)[P](C2C=CC=CC=2)(C2C=CC=CC=2)C2C=CC=CC=2)(C2C=CC=CC=2)C2C=CC=CC=2)=CC=1>[CH3:22][N:19]1[CH2:20][CH2:21][C:9]2[N:8]([C:3]3[CH:4]=[CH:5][CH:6]=[CH:7][C:2]=3[C:29]3[CH:30]=[CH:31][C:26]([C:25]([NH:24][CH3:23])=[O:41])=[N:27][CH:28]=3)[C:16]3[CH:15]=[CH:14][C:13]([CH3:17])=[CH:12][C:11]=3[C:10]=2[CH2:18]1 |f:2.3.4,5.6,^1:58,60,79,98|. Procedure details: To a de-aerated solution of 5-(2-bromophenyl)-2,8-dimethyl-2,3,4,5-tetrahydro-1H-pyrido[4,3-b]indole (100 mg, 0.28 mmol), N-methyl-5-(4,4,5,5-tetramethyl-1,3,2-dioxaborolan-2-yl)picolinamide (148 mg, 0.56 mmol) and K2CO3 (115 mg, 0.84 mmol) in DME-water (2:1) was added Pd(PPh3)4 (16 mg, 0.014 mmol). The reaction mixture was stirred at 90° C. for 2 h, additional Pd (PPh3)4 (16 mg, 0.014 mmol) was added into the reaction mixture and stirring continued at 90° C. for 12 h. The reaction mixture was c... The reactants are CCCC[N+](CCCC)(CCCC)CCCC, CC(C(=O)c1ccc(O[Si](C(C)C)(C(C)C)C(C)C)cc1)N1CCC(O)(c2ccccc2)CC1, [F-], C1CCOC1. Yields the product CC(C(=O)c1ccc(O)cc1)N1CCC(O)(c2ccccc2)CC1. Reaction SMILES: [CH3:36][CH2:37][CH2:38][CH2:39][N+:40]([CH2:41][CH2:42][CH2:43][CH3:44])([CH2:45][CH2:46][CH2:47][CH3:48])[CH2:49][CH2:50][CH2:51][CH3:52].[CH:1]([Si:2]([CH:3]([CH3:4])[CH3:29])([O:5][c:6]1[cH:7][cH:8][c:9]([C:12]([CH:13]([CH3:14])[N:15]2[CH2:16][CH2:17][C:18]([c:21]3[cH:22][cH:23][cH:24][cH:25][cH:26]3)([OH:27])[CH2:19][CH2:20]2)=[O:28])[cH:10][cH:11]1)[CH:30]([CH3:31])[CH3:32])([CH3:33])[CH3:34].[F-:35].[O:53]1[CH2:54][CH2:55][CH2:56][CH2:57]1>>[OH:5][c:6]1[cH:7][cH:8][c:9]([C:12]([CH:13]([CH3:14])[N:15]2[CH2:16][CH2:17][C:18]([c:21]3[cH:22][cH:23][cH:24][cH:25][cH:26]3)([OH:27])[CH2:19][CH2:20]2)=[O:28])[cH:10][cH:11]1. Reactants: COc1ccc(C=C(C)c2ccc3c(c2)C(C)(C)CCC3(C)C)cc1, CO, Cl, O. Yields the product CC(=Cc1ccc(O)cc1)c1ccc2c(c1)C(C)(C)CCC2(C)C. As a reaction SMILES: [CH3:1][O:2][c:3]1[cH:4][cH:5][c:6]([CH:9]=[C:10]([CH3:11])[c:12]2[cH:13][c:14]3[c:19]([cH:20][cH:21]2)[C:18]([CH3:22])([CH3:23])[CH2:17][CH2:16][C:15]3([CH3:24])[CH3:25])[cH:7][cH:8]1.[CH3:28][OH:29].[ClH:26].[OH2:27]>>[OH:2][c:3]1[cH:4][cH:5][c:6]([CH:9]=[C:10]([CH3:11])[c:12]2[cH:13][c:14]3[c:19]([cH:20][cH:21]2)[C:18]([CH3:22])([CH3:23])[CH2:17][CH2:16][C:15]3([CH3:24])[CH3:25])[cH:7][cH:8]1. Starting materials: hydrochloride salt, CC1(C2CNCC12)C=1C=C(C=CC1)NS(=O)(=O)C (N-[3-(6-methyl-3-azabicyclo[3.1.0]hex-6-yl)phenyl]methanesulfonamide), C(O)([O-])=O.[Na+] (sodium hydrogen carbonate), ClC1=C(C=CC=C1)CCC(=O)O (3-(2-chlorophenyl)propanoic acid), O.ON1N=NC2=C1C=CC=C2 (1-hydroxybenzotriazole monohydrate), Cl.CN(CCCN=C=NCC)C (1-(3-dimethylaminopropyl)-3-ethylcarbodiimide hydrochloride). The solvent is CN(C=O)C (N,N-dimethylformamide). Conditions: time 10 minute. Yields the product ClC1=C(C=CC=C1)CCC(=O)N1CC2C(C2C1)(C)C=1C=C(C=CC1)NS(=O)(=O)C (N-(3-{3-[3-(2-Chlorophenyl)propanoyl]-6-methyl-3-azabicyclo[3.1.0]hex-6-yl}phenyl)methanesulfonamide). Yield: 109.1%. As a reaction SMILES: [Cl:1][C:2]1[CH:7]=[CH:6][CH:5]=[CH:4][C:3]=1[CH2:8][CH2:9][C:10]([OH:12])=O.O.ON1C2C=CC=CC=2N=N1.Cl.CN(C)CCCN=C=NCC.[CH3:36][C:37]1([C:43]2[CH:44]=[C:45]([NH:49][S:50]([CH3:53])(=[O:52])=[O:51])[CH:46]=[CH:47][CH:48]=2)[CH:42]2[CH:38]1[CH2:39][NH:40][CH2:41]2.C(=O)([O-])O.[Na+]>CN(C)C=O>[Cl:1][C:2]1[CH:7]=[CH:6][CH:5]=[CH:4][C:3]=1[CH2:8][CH2:9][C:10]([N:40]1[CH2:41][CH:42]2[CH:38]([C:37]2([C:43]2[CH:44]=[C:45]([NH:49][S:50]([CH3:53])(=[O:52])=[O:51])[CH:46]=[CH:47][CH:48]=2)[CH3:36])[CH2:39]1)=[O:12] |f:1.2,3.4,6.7|. Procedure: To a solution of 3-(2-chlorophenyl)propanoic acid (200 mg, 1.08 mmol) in N,N-dimethylformamide (20 ml) was added 1-hydroxybenzotriazole monohydrate (187 mg, 1.22 mmol) and 1-(3-dimethylaminopropyl)-3-ethylcarbodiimide hydrochloride (318 mg, 1.66 mmol). After stirring at room temperature for 10 min, the mixture was treated with the hydrochloride salt of N-[3-(6-methyl-3-azabicyclo[3.1.0]hex-6-yl)phenyl]methanesulfonamide (Preparation 53, 400 mg, 1.32 mmol) and sodium hydrogen carbonate (200 mg, 2... The yield is 94.8%. Procedure: The mixture (18.9 g) containing (3R,3aS,6aR)-hexahydrofuro[2,3-b]furan-3-ol (7.93 g, 60.9 mmol), (3S,3aS,6aR)-hexahydrofuro[2,3-b]furan-3-ol (2.07 g, 15.9 mmol), (3S,3aR,6aS)-hexahydrofuro[2,3-b]furan-3-ol (0.05 g, 0.4 mmol) and (3R,3aR,6aS)-hexahydrofuro[2,3-b]furan-3-ol (0.05 g, 0.4 mmol) obtained in Example 4 was dissolved in ethyl acetate (112 ml), and dipotassium hydrogen phosphate (27.1 g, 155.3 mmol), potassium bromide (0.5 g, 3.9 mmol) and 2,2,6,6-tetramethylpiperidinyl-1-oxy (61 mg, 0.4... Starting materials: mixture, O1C[C@@H]([C@H]2[C@@H]1OCC2)O ((3R,3aS,6aR)-hexahydrofuro[2,3-b]furan-3-ol), O1C[C@H]([C@H]2[C@@H]1OCC2)O ((3S,3aS,6aR)-hexahydrofuro[2,3-b]furan-3-ol), Cl[O-].[Na+] (sodium hypochlorite), P(=O)(O)([O-])[O-].[K+].[K+] (dipotassium hydrogen phosphate). As a reaction SMILES: [O:1]1[C@H:5]2[O:6][CH2:7][CH2:8][C@H:4]2[C@@H:3]([OH:9])[CH2:2]1.O1[C@H]2OCC[C@H]2[C@H](O)C1.P([O-])([O-])(O)=O.[K+].[K+].Cl[O-].[Na+]>C(OCC)(=O)C.O1[C@@H]2OCC[C@@H]2[C@H](O)C1.O1[C@@H]2OCC[C@@H]2[C@@H](O)C1.[Br-].[K+].CC(O)C>[O:1]1[C@H:5]2[O:6][CH2:7][CH2:8][C@H:4]2[C:3](=[O:9])[CH2:2]1 |f:2.3.4,5.6,10.11|. Reagents/catalysts: O1C[C@H]([C@@H]2[C@H]1OCC2)O ((3S,3aR,6aS)-hexahydrofuro[2,3-b]furan-3-ol), O1C[C@@H]([C@@H]2[C@H]1OCC2)O ((3R,3aR,6aS)-hexahydrofuro[2,3-b]furan-3-ol), [Br-].[K+] (potassium bromide). Product: O1CC([C@H]2[C@@H]1OCC2)=O ((3aR,6aR)-tetrahydrofuro[2,3-b]furan-3(2H)-one). Reaction conditions: time 1 hour. The solvent is C(C)(=O)OCC (ethyl acetate), CC(C)O (2-propanol). Reactants: CCO, Clc1cc(Cl)ncn1, O=[N+]([O-])c1ccc2c(c1)CCN2. Product: O=[N+]([O-])c1ccc2c(c1)CCN2c1cc(Cl)ncn1. As a reaction SMILES: [CH3:21][CH2:22][OH:23].[Cl:1][c:2]1[n:3][cH:4][n:5][c:6]([Cl:8])[cH:7]1.[N+:9](=[O:10])([O-:11])[c:12]1[cH:13][c:14]2[c:18]([cH:19][cH:20]1)[NH:17][CH2:16][CH2:15]2>>[c:2]1([N:17]2[CH2:16][CH2:15][c:14]3[cH:13][c:12]([N+:9](=[O:10])[O-:11])[cH:20][cH:19][c:18]32)[n:3][cH:4][n:5][c:6]([Cl:8])[cH:7]1. Starting materials: C(CCCCC)N1CC(C(CC1)(C1=CC(=CC=C1)C=1N=NNC1[Si](C)(C)C)C)C (1-Hexyl-3,4-dimethyl-4-(3-(5-(trimethylsilyl)-1H-1,2,3-triazol-4-yl)phenyl)piperidine), C(O)([O-])=O.[Na+] (sodium hydrogencarbonate). Solvent: Cl.CO (hydrochloric acid methanol). Yields the product C(CCCCC)N1CC(C(CC1)(C1=CC(=CC=C1)C=1N=NNC1)C)C (1-Hexyl-3,4-dimethyl-4-(3-(1H-1,2,3-triazol-4-yl)phenyl)piperidine). Isolated yield 93.2%. As a reaction SMILES: [CH2:1]([N:7]1[CH2:12][CH2:11][C:10]([CH3:28])([C:13]2[CH:18]=[CH:17][CH:16]=[C:15]([C:19]3[N:20]=[N:21][NH:22][C:23]=3[Si](C)(C)C)[CH:14]=2)[CH:9]([CH3:29])[CH2:8]1)[CH2:2][CH2:3][CH2:4][CH2:5][CH3:6].C(=O)([O-])O.[Na+]>Cl.CO>[CH2:1]([N:7]1[CH2:12][CH2:11][C:10]([CH3:28])([C:13]2[CH:18]=[CH:17][CH:16]=[C:15]([C:19]3[N:20]=[N:21][NH:22][CH:23]=3)[CH:14]=2)[CH:9]([CH3:29])[CH2:8]1)[CH2:2][CH2:3][CH2:4][CH2:5][CH3:6] |f:1.2,3.4|. Procedure: A solution of 1-hexyl-3,4-dimethyl-4-(3-(5-(trimethylsilyl)-1H-1,2,3-triazol-4-yl)phenyl)piperidine (Example 3, assume 0.64 mmol) in 2 N hydrochloric acid/methanol (1:1, 40 mL) was heated at 90° C. overnight. After allowing to cool, the reaction mixture was adjusted to pH 9 using solid sodium hydrogencarbonate. The aqueous mixture was extracted with ethyl acetate (3×20 mL) and the extracts were dried over MgSO4, filtered and concentrated in vacuo to provide the title compound as a white solid (2... Starting materials: [Cl-], Cc1ccc([N+](=O)[O-])cc1, [NH4+], [Zn]. Yields the product Cc1ccc(NO)cc1. Reaction SMILES: [Cl-:11].[N+:1](=[O:2])([O-:3])[c:4]1[cH:5][cH:6][c:7]([CH3:10])[cH:8][cH:9]1.[NH4+:12].[Zn:13]>>[NH:1]([OH:2])[c:4]1[cH:5][cH:6][c:7]([CH3:10])[cH:8][cH:9]1.